From a dataset of the Open Reaction Database (ORD), a public repository of structured organic reaction records. describe an organic reaction: reactants, conditions, products, and yield Starting materials: CC(=O)N(Cc1cc(C(F)(F)F)cc(C(F)(F)F)c1)C1CCCN(C(=O)OC(C)C)c2ccccc21, COC(=O)c1cccc(Cl)c1N. Product: CC(=O)N(Cc1cc(C(F)(F)F)cc(C(F)(F)F)c1)C1CCCN(C(=O)OC(C)C)c2c(Cl)cccc21. RXN SMILES: [CH:13]([CH3:14])([CH3:15])[O:16][C:17](=[O:18])[N:19]1[c:20]2[c:21]([cH:45][cH:46][cH:47][cH:48]2)[CH:22]([N:26]([CH2:27][c:28]2[cH:29][c:30]([C:38]([F:39])([F:40])[F:41])[cH:31][c:32]([C:34]([F:35])([F:36])[F:37])[cH:33]2)[C:42]([CH3:43])=[O:44])[CH2:23][CH2:24][CH2:25]1.[NH2:1][c:2]1[c:3]([Cl:12])[cH:4][cH:5][cH:6][c:7]1[C:8]([O:9][CH3:10])=[O:11]>>[Cl:12][c:48]1[c:20]2[c:21]([cH:45][cH:46][cH:47]1)[CH:22]([N:26]([CH2:27][c:28]1[cH:29][c:30]([C:38]([F:39])([F:40])[F:41])[cH:31][c:32]([C:34]([F:35])([F:36])[F:37])[cH:33]1)[C:42]([CH3:43])=[O:44])[CH2:23][CH2:24][CH2:25][N:19]2[C:17]([O:16][CH:13]([CH3:14])[CH3:15])=[O:18].